Dataset: the Open Reaction Database (ORD), a public repository of structured organic reaction records. Task: describe an organic reaction: reactants, conditions, products, and yield Starting materials: C([O-])(O)=O.[Na+] (sodium bicarbonate), ClC1=NC=CC2=C1C=C[N+]2(C2=NC=C(C=C2Cl)C(F)(F)F)[O-] (4 -chloro-1-(3-chloro-5-trifluoromethylpyridin-2-yl) pyrrolo[3,2-c]pyridine N-oxide), ClC1=NC=CC2=C1C=C[N+]2(C2=NC=C(C=C2Cl)C(F)(F)F)[O-] (4 -chloro-1-(3-chloro-5-trifluoromethylpyridin-2-yl) pyrrolo[3,2-c]pyridine N-oxide), P(=O)(Cl)(Cl)Cl (phosphorus oxychloride), ice water. Yields the product ClC=1C(=NC=C(C1)C(F)(F)F)N1C=CC=2C(=NC(=CC21)Cl)Cl (1-(3-chloro-5-trifluoromethylpyridin-2-yl)-4,6-dichloropyrrolo[3,2-c]pyridine). RXN SMILES: [Cl:1][C:2]1[C:7]2[CH:8]=[CH:9][N+:10]([O-])([C:11]3[C:16]([Cl:17])=[CH:15][C:14]([C:18]([F:21])([F:20])[F:19])=[CH:13][N:12]=3)[C:6]=2[CH:5]=[CH:4][N:3]=1.C(=O)(O)[O-].[Na+].P(Cl)(Cl)([Cl:30])=O>>[Cl:17][C:16]1[C:11]([N:10]2[C:6]3[CH:5]=[C:4]([Cl:30])[N:3]=[C:2]([Cl:1])[C:7]=3[CH:8]=[CH:9]2)=[N:12][CH:13]=[C:14]([C:18]([F:21])([F:20])[F:19])[CH:15]=1 |f:1.2|. Procedure details: 4 -chloro-1-(3-chloro-5-trifluoromethylpyridin-2-yl) pyrrolo[3,2-c]pyridine N-oxide (Compound 4, 1.2 g, 3.4 mmol) was heated in phosphorus oxychloride (20 ml) under reflux for 18 hours. The mixture was cooled to room temperature, poured into ice-water, and the mixture made neutral by addition of solid sodium bicarbonate. The resulting mixture was extracted with dichloromethane, and the organic extracts combined, dried over magnesium sulfate, filtered and the filtrate evaporated in vacuo. The res... Starting materials: SiMe2 Cl2, CC=1C=C(C=C(C1)C)C1=C2C=C([CH-]C2=CC=C1)C(C)C.[Li+] (lithium 4-(3′,5′-dimethylphenyl)-2-isopropylindenide). The solvent is C1CCOC1 (THF). Yields the product CC=1C=C(C=C(C1)C)C1=C2C=C(CC2=CC=C1)C(C)C (4-(3′,5′-dimethylphenyl),2-isopropylindene). The yield is 72.8%. As a reaction SMILES: [CH3:1][C:2]1[CH:3]=[C:4]([C:9]2[CH:17]=[CH:16][CH:15]=[C:14]3[C:10]=2[CH:11]=[C:12]([CH:18]([CH3:20])[CH3:19])[CH-:13]3)[CH:5]=[C:6]([CH3:8])[CH:7]=1.[Li+]>C1COCC1>[CH3:8][C:6]1[CH:5]=[C:4]([C:9]2[CH:17]=[CH:16][CH:15]=[C:14]3[C:10]=2[CH:11]=[C:12]([CH:18]([CH3:20])[CH3:19])[CH2:13]3)[CH:3]=[C:2]([CH3:1])[CH:7]=1 |f:0.1|. Reported procedure: SiMe2 Cl2(0.69 g, 5.4 mmol) was dissolved in 80 mL of THF. While stirring, lithium 4-(3′,5′-dimethylphenyl)-2-isopropylindenide (2.9 g, 11 mmol) was added as a dry powder and the contents allowed to stir overnight at room temperature. The solvent was removed in vacuo and the residue was taken up in pentane and filtered to removed LiCl salts. The pentane was removed in vacuo to yield a flaky white solid (2.1 g, 67%) Starting materials: CO, CCO, N#CC1(C(O)C2CC2)CCC(S(=O)(=O)CC2CC2)CC1, [H][H], N, O. Product: NCC1(C(O)C2CC2)CCC(S(=O)(=O)CC2CC2)CC1. Reaction SMILES: [CH3:25][OH:26].[CH3:27][CH2:28][OH:29].[CH:1]1([CH:4]([C:5]2([C:18]#[N:19])[CH2:6][CH2:7][CH:8]([S:11](=[O:12])(=[O:13])[CH2:14][CH:15]3[CH2:16][CH2:17]3)[CH2:9][CH2:10]2)[OH:20])[CH2:2][CH2:3]1.[H:21][H:22].[NH3:24].[OH2:23]>>[CH:1]1([CH:4]([C:5]2([CH2:18][NH2:19])[CH2:6][CH2:7][CH:8]([S:11](=[O:12])(=[O:13])[CH2:14][CH:15]3[CH2:16][CH2:17]3)[CH2:9][CH2:10]2)[OH:20])[CH2:2][CH2:3]1. Reactants: resultant mixture, COC(=O)C1=CC(=CC=2N=C(SC21)NC(=O)NCC)C=2C=NC=CC2 (2-(3-Ethyl-ureido)-5-pyridin-3-yl-benzothiazole-7-carboxylic acid methyl ester), O.NN (hydrazine hydrate), O.NN (hydrazine hydrate). The solvent is O (water), CO (methanol). Run at time 16 hour. The product is C(C)NC(=O)NC=1SC2=C(N1)C=C(C=C2C(=O)NN)C=2C=NC=CC2 (1-Ethyl-3-(7-hydrazinocarbonyl-5-pyridin-3-yl-benzothiazol-2-yl)-urea). The yield is 98.0%. As a reaction SMILES: C[O:2][C:3]([C:5]1[C:13]2[S:12][C:11]([NH:14][C:15]([NH:17][CH2:18][CH3:19])=[O:16])=[N:10][C:9]=2[CH:8]=[C:7]([C:20]2[CH:21]=[N:22][CH:23]=[CH:24][CH:25]=2)[CH:6]=1)=O.O.[NH2:27][NH2:28]>CO.O>[CH2:18]([NH:17][C:15]([NH:14][C:11]1[S:12][C:13]2[C:5]([C:3]([NH:27][NH2:28])=[O:2])=[CH:6][C:7]([C:20]3[CH:21]=[N:22][CH:23]=[CH:24][CH:25]=3)=[CH:8][C:9]=2[N:10]=1)=[O:16])[CH3:19] |f:1.2|. Reported procedure: A suspension of 2-(3-Ethyl-ureido)-5-pyridin-3-yl-benzothiazole-7-carboxylic acid methyl ester (319 mg, 0.895 mmol) in methanol (10 ml) was treated with hydrazine hydrate (2 ml) and stirred at ambient temperature for 16 h. HPLC indicated that the reaction mixture still contained a considerable amount of starter so a further 1 ml of hydrazine hydrate was added and the stirring continued for a further 24 h. The resultant mixture was diluted with water (50 ml) and the solid collected by filtration.... Starting materials: ClC1=CC=C(C=C1)S(=O)(=O)NCCC1=CC=C(OCC(=O)O)C=C1 (4-[2-(4-chlorobenzenesulphonamido)-ethyl]-phenoxyacetic acid), NC1=NN=NN1 (5-amino-1,2,3,4-tetrazole), CN1CCOCC1 (4-methylmorpholine), ClC(=O)OCC(C)C (isobutyl chloroformate). The solvent is CN(C=O)C (dimethylformamide), C(Cl)Cl (methylene chloride), C(Cl)Cl (methylene chloride). Run at temperature -10 celsius, time 15 minute. Yields the product N1N=NN=C1NC(COC1=CC=C(C=C1)CCNS(=O)(=O)C1=CC=C(C=C1)Cl)=O (4-[2-(4-Chlorobenzenesulphonamido)-ethyl]-phenoxyacetic acid (1H-tetrazol-5-yl)-amide). Reaction SMILES: [Cl:1][C:2]1[CH:7]=[CH:6][C:5]([S:8]([NH:11][CH2:12][CH2:13][C:14]2[CH:24]=[CH:23][C:17]([O:18][CH2:19][C:20](O)=[O:21])=[CH:16][CH:15]=2)(=[O:10])=[O:9])=[CH:4][CH:3]=1.CN1CCOCC1.ClC(OCC(C)C)=O.[NH2:40][C:41]1[NH:45][N:44]=[N:43][N:42]=1>CN(C)C=O.C(Cl)Cl>[NH:42]1[C:41]([NH:40][C:20](=[O:21])[CH2:19][O:18][C:17]2[CH:23]=[CH:24][C:14]([CH2:13][CH2:12][NH:11][S:8]([C:5]3[CH:6]=[CH:7][C:2]([Cl:1])=[CH:3][CH:4]=3)(=[O:10])=[O:9])=[CH:15][CH:16]=2)=[N:45][N:44]=[N:43]1. Procedure: To a suspension of 7.30 g. (20 mMol) 4-[2-(4-chlorobenzenesulphonamido)-ethyl]-phenoxyacetic acid (preparation see European Patent Specification No. 0,239,907) and 2.20 ml. 4-methylmorpholine in 60 ml. dry methylene chloride is added dropwise at -10° C. 2.76 g. (20 mMol) isobutyl chloroformate, dissolved in 40 ml. dry methylene chloride, within the course of 15 minutes. After a further 15 minutes, a solution of 3.06 g. (20 mMol) 5-amino-1,2,3,4-tetrazole and 20 ml. dimethylformamide are added dr... Yields the product CN(C=1C=C(C=CC1)NC1=C(C=NC2=CC(=C(C=C12)OC)OC)C#N)C (4-(3-Dimethylamino-phenylamino)-6,7-dimethoxy-quinoline-3-carbonitrile). As a reaction SMILES: [CH3:1][O:2][C:3]1[CH:4]=[C:5]2[C:10](=[CH:11][C:12]=1[O:13][CH3:14])[N:9]=[CH:8][C:7]([C:15]#[N:16])=[CH:6]2.[CH3:17][N:18]([CH3:26])[C:19]1[CH:24]=[CH:23][CH:22]=[C:21]([NH2:25])[CH:20]=1>COCCO>[CH3:17][N:18]([CH3:26])[C:19]1[CH:20]=[C:21]([NH:25][C:6]2[C:5]3[C:10](=[CH:11][C:12]([O:13][CH3:14])=[C:3]([O:2][CH3:1])[CH:4]=3)[N:9]=[CH:8][C:7]=2[C:15]#[N:16])[CH:22]=[CH:23][CH:24]=1. Solvent: COCCO (2-methoxyethanol). The reactants are COC=1C=C2C=C(C=NC2=CC1OC)C#N (6,7-dimethoxy-quinoline-3-carbonitrile), CN(C1=CC(=CC=C1)N)C (N, N-dimethyl-1,3-phenylenediamine). Procedure: A 1.25 gram (5 mmole) portion of 4-chloro, 6,7-dimethoxy-quinoline-3-carbonitrile and a 1.05 gram (5 mmole) portion of N, N-dimethyl-1,3-phenylenediamine in 10 ml of 2-methoxyethanol were refluxed for 2 hours in an oil bath at 154 deg. Cooling gave a solid which was recrystallized from water to give 0.4 grams (19%) of 4-(3-Dimethylamino-phenylamino)-6,7-dimethoxy-quinoline-3-carbonitrile which melted at 246-249° C.: mass spectrum (electrospray m/e):.(M+H)=349.2., (M+2H)'2 =174.9. The yield is 19.0%.